From a dataset of the Open Reaction Database (ORD), a public repository of structured organic reaction records. describe an organic reaction: reactants, conditions, products, and yield Yield: 24.5%. Procedure details: The resin-bound 4-hydroxy-4′-trifluoromethyl-biphenyl-3-carboxylic acid (20 mg, 0.06 mmol) obtained as in Example 1 was reacted with 3-bromo-4-methoxy-phenethyl amine (57 mg, 0.25 mmol) following general procedure A to give resin bound 4-Hydroxy-4′-trifluoromethyl-biphenyl-3-carboxylic acid [2-3-bromo-4-methoxy-phenyl)-ethyl]-amide(18 mg, 0.05 mmol). The above resin bound amide was treated with 3-chloro-4-fluoro-phenyl boronic acid (43 mg, 0.25 mmol) as described in the general procedure D to pr... The product is ClC=1C=C(C=CC1F)C1=CC(=CC=C1OC)CCNC(=O)C=1C=C(C=CC1O)C1=CC=C(C=C1)C(F)(F)F (4-Hydroxy-4′-trifluoromethyl-biphenyl-3-carboxylic acid [2-(3′-chloro-4′-fluoro-6-methoxy-biphenyl-3-yl)-ethyl]-amide). Starting materials: OC1=C(C=C(C=C1)C1=CC=C(C=C1)C(F)(F)F)C(=O)O (4-hydroxy-4′-trifluoromethyl-biphenyl-3-carboxylic acid), amide, amide, BrC=1C=C(CCN)C=CC1OC (3-bromo-4-methoxy-phenethyl amine), 4-Hydroxy-4′-trifluoromethyl-biphenyl-3-carboxylic acid [2-3-bromo-4-methoxy-phenyl)-ethyl, ClC=1C=C(C=CC1F)B(O)O (3-chloro-4-fluoro-phenyl boronic acid). RXN SMILES: [OH:1][C:2]1[CH:7]=[CH:6][C:5]([C:8]2[CH:13]=[CH:12][C:11]([C:14]([F:17])([F:16])[F:15])=[CH:10][CH:9]=2)=[CH:4][C:3]=1[C:18]([OH:20])=O.Br[C:22]1[CH:23]=[C:24]([CH:28]=[CH:29][C:30]=1[O:31][CH3:32])[CH2:25][CH2:26][NH2:27].[Cl:33][C:34]1[CH:35]=[C:36](B(O)O)[CH:37]=[CH:38][C:39]=1[F:40]>>[Cl:33][C:34]1[CH:35]=[C:36]([C:22]2[C:30]([O:31][CH3:32])=[CH:29][CH:28]=[C:24]([CH2:25][CH2:26][NH:27][C:18]([C:3]3[CH:4]=[C:5]([C:8]4[CH:13]=[CH:12][C:11]([C:14]([F:17])([F:16])[F:15])=[CH:10][CH:9]=4)[CH:6]=[CH:7][C:2]=3[OH:1])=[O:20])[CH:23]=2)[CH:37]=[CH:38][C:39]=1[F:40]. Reactants: ClC=1C=CC(=C(C1)B(O)O)OC (5-chloro-2-methoxyphenylboronic acid), OC(C)(C)C(C)(C)O (pinacol). The product is ClC=1C=CC(=C(C1)B1OC(C(O1)(C)C)(C)C)OC (2-(5-Chloro-2-methoxyphenyl)-4,4,5,5-tetramethyl-[1,3,2]dioxaborolane). The yield is 57.0%. Reaction SMILES: [Cl:1][C:2]1[CH:3]=[CH:4][C:5]([O:11][CH3:12])=[C:6]([B:8]([OH:10])[OH:9])[CH:7]=1.O[C:14]([C:17](O)([CH3:19])[CH3:18])([CH3:16])[CH3:15]>>[Cl:1][C:2]1[CH:3]=[CH:4][C:5]([O:11][CH3:12])=[C:6]([B:8]2[O:9][C:17]([CH3:19])([CH3:18])[C:14]([CH3:16])([CH3:15])[O:10]2)[CH:7]=1. Procedure details: The title compound (57%, oil) was prepared from 5-chloro-2-methoxyphenylboronic acid and pinacol. The reactants are Cc1ccccc1, C=CS(C)(=O)=O, CCn1nc(C#N)c(Br)c1CC(C)(C)N. Product: CCn1nc(C#N)c(Br)c1CC(C)(C)NCCS(C)(=O)=O. Reaction SMILES: [CH3:22][c:23]1[cH:24][cH:25][cH:26][cH:27][cH:28]1.[CH:16](=[CH2:17])[S:18](=[O:19])(=[O:20])[CH3:21].[NH2:1][C:2]([CH2:3][c:4]1[c:5]([Br:13])[c:6]([C:11]#[N:12])[n:7][n:8]1[CH2:9][CH3:10])([CH3:14])[CH3:15]>>[NH:1]([C:2]([CH2:3][c:4]1[c:5]([Br:13])[c:6]([C:11]#[N:12])[n:7][n:8]1[CH2:9][CH3:10])([CH3:14])[CH3:15])[CH2:17][CH2:16][S:18](=[O:19])(=[O:20])[CH3:21]. Reactants: CC(=O)O[BH-](OC(C)=O)OC(C)=O, C[N+](C)(C)C, CC(C)(C)OC(=O)N1CC(C=O)C1, ClCCl, Nc1ccc(C(=O)Nc2n[nH]c3ccc(Cc4cc(F)cc(F)c4)cc23)c(N(C(=O)C(F)(F)F)C2CCOCC2)c1, O=C(O)C(F)(F)F. Product: CC(C)(C)OC(=O)N1CC(CNc2ccc(C(=O)Nc3n[nH]c4ccc(Cc5cc(F)cc(F)c5)cc34)c(N(C(=O)C(F)(F)F)C3CCOCC3)c2)C1. RXN SMILES: [C:62]([O:63][BH-:64]([O:65][C:66](=[O:67])[CH3:68])[O:69][C:70](=[O:71])[CH3:72])(=[O:73])[CH3:74].[CH3:75][N+:76]([CH3:77])([CH3:78])[CH3:79].[CH:42](=[O:43])[CH:44]1[CH2:45][N:46]([C:48](=[O:49])[O:50][C:51]([CH3:52])([CH3:53])[CH3:54])[CH2:47]1.[Cl:80][CH2:81][Cl:82].[F:1][c:2]1[cH:3][c:4]([CH2:5][c:6]2[cH:7][c:8]3[c:9]([NH:15][C:16]([c:17]4[c:18]([N:24]([C:25]([C:26]([F:27])([F:28])[F:29])=[O:30])[CH:31]5[CH2:32][CH2:33][O:34][CH2:35][CH2:36]5)[cH:19][c:20]([NH2:23])[cH:21][cH:22]4)=[O:37])[n:10][nH:11][c:12]3[cH:13][cH:14]2)[cH:38][c:39]([F:41])[cH:40]1.[OH:55][C:56]([C:57]([F:58])([F:59])[F:60])=[O:61]>>[F:1][c:2]1[cH:3][c:4]([CH2:5][c:6]2[cH:7][c:8]3[c:9]([NH:15][C:16]([c:17]4[c:18]([N:24]([C:25]([C:26]([F:27])([F:28])[F:29])=[O:30])[CH:31]5[CH2:32][CH2:33][O:34][CH2:35][CH2:36]5)[cH:19][c:20]([NH:23][CH2:42][CH:44]5[CH2:45][N:46]([C:48](=[O:49])[O:50][C:51]([CH3:52])([CH3:53])[CH3:54])[CH2:47]5)[cH:21][cH:22]4)=[O:37])[n:10][nH:11][c:12]3[cH:13][cH:14]2)[cH:38][c:39]([F:41])[cH:40]1. Procedure: To a solution of the residue in 10 ml of dichloromethane there was added 550 mg of 4-(5-methyl-[1,2,4]oxadiazol-3-yl)phenylamine, 1g of MS3A, 195 mg of Yb(OTf)3 and 0.79 ml of trimethylsilyl cyanide, and the mixture was stirred at room temperature for 20 hours under a nitrogen atmosphere. The reaction mixture was filtered, and the filtrate was concentrated under reduced pressure. The residue was purified by silica gel column chromatography (ethyl acetate-heptane) to give the title compound (1.25... The product is COC=1C=C(C=C(C1)COC)C(C#N)NC1=CC=C(C=C1)C1=NOC(=N1)C ((3-methoxy-5-methoxymethylphenyl)-[4-(5-methyl-[1,2,4]oxadiazol-3-yl)phenylamino]acetonitrile). Run in ClCCl (dichloromethane). RXN SMILES: [CH3:1][C:2]1[O:6][N:5]=[C:4]([C:7]2[CH:12]=[CH:11][C:10]([NH2:13])=[CH:9][CH:8]=2)[N:3]=1.F[C:15](F)(F)[C:16]([OH:18])=O.C(C1C=CC(N[CH:31]([C:47]2[CH:52]=[C:51]([O:53][CH3:54])[C:50](OC)=C[C:48]=2F)[C:32]2NC(=O)N(C3C=CC=CC=3C(O)=O)[N:33]=2)=CC=1)(=N)N.[C:58](S([O-])(=O)=O)(F)(F)F.C(S([O-])(=O)=O)(F)(F)F.C(S([O-])(=O)=O)(F)(F)F.[Yb+3].C[Si](C#N)(C)C>ClCCl>[CH3:54][O:53][C:51]1[CH:52]=[C:47]([CH:31]([NH:13][C:10]2[CH:11]=[CH:12][C:7]([C:4]3[N:3]=[C:2]([CH3:1])[O:6][N:5]=3)=[CH:8][CH:9]=2)[C:32]#[N:33])[CH:48]=[C:15]([CH2:16][O:18][CH3:58])[CH:50]=1 |f:1.2,3.4.5.6|. Reaction conditions: time 20 hour. Starting materials: CC1=NC(=NO1)C1=CC=C(C=C1)N (4-(5-methyl-[1,2,4]oxadiazol-3-yl)phenylamine), FC(C(=O)O)(F)F.C(N)(=N)C1=CC=C(C=C1)NC(C1=NN(C(N1)=O)C1=C(C(=O)O)C=CC=C1)C1=C(C=C(C(=C1)OC)OC)F (2-{3-[(4-carbamimidoylphenylamino)-(2-fluoro-4,5-dimethoxyphenyl)methyl]5-oxo-4,5-dihydro-[1,2,4]triazol-1-yl}benzoic Acid trifluoroacetate), C(F)(F)(F)S(=O)(=O)[O-].C(F)(F)(F)S(=O)(=O)[O-].C(F)(F)(F)S(=O)(=O)[O-].[Yb+3] (Yb(OTf)3), C[Si](C)(C)C#N (trimethylsilyl cyanide). Starting materials: CCC(C(=O)NC(CC(=O)OC(C)(C)C)C(O)COc1c(F)c(F)cc(F)c1F)n1cccc(NC(C)=O)c1=O, O=C([O-])O, CCOC(C)=O, ClCCl, [Na+], [Na+], [Na+], O=S([O-])([O-])=S. As a reaction SMILES: [C:1]([CH3:2])([CH3:3])([CH3:4])[O:5][C:6]([CH2:7][CH:8]([CH:9]([CH2:10][O:11][c:12]1[c:13]([F:21])[c:14]([F:20])[cH:15][c:16]([F:19])[c:17]1[F:18])[OH:22])[NH:23][C:24]([CH:25]([CH2:26][CH3:27])[n:28]1[c:29](=[O:38])[c:30]([NH:34][C:35]([CH3:36])=[O:37])[cH:31][cH:32][cH:33]1)=[O:39])=[O:40].[C:41](=[O:42])([O-:43])[OH:44].[CH3:56][CH2:57][O:58][C:59](=[O:60])[CH3:61].[Cl:53][CH2:54][Cl:55].[Na+:45].[Na+:51].[Na+:52].[S:46]([O-:47])([O-:48])(=[O:49])=[S:50]>>[C:1]([CH3:2])([CH3:3])([CH3:4])[O:5][C:6]([CH2:7][CH:8]([C:9]([CH2:10][O:11][c:12]1[c:13]([F:21])[c:14]([F:20])[cH:15][c:16]([F:19])[c:17]1[F:18])=[O:22])[NH:23][C:24]([CH:25]([CH2:26][CH3:27])[n:28]1[c:29](=[O:38])[c:30]([NH:34][C:35]([CH3:36])=[O:37])[cH:31][cH:32][cH:33]1)=[O:39])=[O:40]. The product is CCC(C(=O)NC(CC(=O)OC(C)(C)C)C(=O)COc1c(F)c(F)cc(F)c1F)n1cccc(NC(C)=O)c1=O.